Dataset: the Open Reaction Database (ORD), a public repository of structured organic reaction records. Task: describe an organic reaction: reactants, conditions, products, and yield The solvent is C1(=CC=CC=C1)C (toluene), CCCCCC (hexane). Procedure details: A mixture of 2-bromomethyl-benzoic acid methyl ester (0.115 g, 0.5 mmol), 1-methyl-3-phenyl-propylamine (0.090 g, 0.6 mmol), and K2CO3 (0.207 g, 1.5 mmol) in toluene (3 mL) was heated with stirring at 100° C. for 2 h. Workup and silica gel column chromatography using 30% ethyl acetate in hexane afforded 2-(1-methyl-3-phenyl-propyl)-2,3-dihydro-isoindol-1-one (0.072 g, 54%). 1H NMR (300 MHz, CDCl3): δ (ppm) 1.32 (d, 3H), 1.92 (m, 2H), 2.64 (m, 2H), 4.34 (dd, 2H), 4.62 (m, 1H), 7.14-7.58 (m, 8H), ... As a reaction SMILES: CO[C:3](=[O:12])[C:4]1[CH:9]=[CH:8][CH:7]=[CH:6][C:5]=1[CH2:10]Br.[CH3:13][CH:14]([NH2:23])[CH2:15][CH2:16][C:17]1[CH:22]=[CH:21][CH:20]=[CH:19][CH:18]=1.C([O-])([O-])=O.[K+].[K+].C(OCC)(=O)C>C1(C)C=CC=CC=1.CCCCCC>[CH3:13][CH:14]([N:23]1[CH2:10][C:5]2[C:4](=[CH:9][CH:8]=[CH:7][CH:6]=2)[C:3]1=[O:12])[CH2:15][CH2:16][C:17]1[CH:22]=[CH:21][CH:20]=[CH:19][CH:18]=1 |f:2.3.4|. Conditions: temperature 100 celsius, time 2 hour. The product is CC(CCC1=CC=CC=C1)N1C(C2=CC=CC=C2C1)=O (2-(1-methyl-3-phenyl-propyl)-2,3-dihydro-isoindol-1-one). The reactants are C(C)(=O)OCC (ethyl acetate), COC(C1=C(C=CC=C1)CBr)=O (2-bromomethyl-benzoic acid methyl ester), CC(CCC1=CC=CC=C1)N (1-methyl-3-phenyl-propylamine), C(=O)([O-])[O-].[K+].[K+] (K2CO3). Isolated yield 54.3%. Reported procedure: Using methods substantially equivalent to those described in Example 118, 5-fluoro-2-[2-(1-methylpiperidin-4-yloxy)-4-(pyrrolidin-1-yl)benzoylamino]-N-(2-methoxyphenyl)benzamide trifluoroacetate was prepared from 6-fluoro-2-[4-(pyrrolidin-1-yl)-2-(1-methylpiperidin-4-yloxy)phenyl]-4H-3,1-benzoxazin-4-one and 2-methoxyaniline. Product: FC=1C=CC(=C(C(=O)NC2=C(C=CC=C2)OC)C1)NC(C1=C(C=C(C=C1)N1CCCC1)OC1CCN(CC1)C)=O (5-Fluoro-2-[2-(1-methylpiperidin-4-yloxy)-4-(pyrrolidin-1-yl)-benzoylamino]-N-(2-methoxyphenyl)benzamide). RXN SMILES: FC(F)(F)C(O)=O.[F:8][C:9]1[CH:10]=[CH:11][C:12]([NH:26][C:27](=[O:47])[C:28]2[CH:33]=[CH:32][C:31]([N:34]3[CH2:38][CH2:37][CH2:36][CH2:35]3)=[CH:30][C:29]=2[O:39][CH:40]2[CH2:45][CH2:44][N:43]([CH3:46])[CH2:42][CH2:41]2)=[C:13]([CH:25]=1)[C:14]([NH:16][C:17]1[CH:22]=[CH:21][CH:20]=[CH:19][C:18]=1[O:23][CH3:24])=[O:15].FC1C=CC2N=C(C3C=CC(N4CCCC4)=CC=3OC3CCN(C)CC3)OC(=O)C=2C=1.COC1C=CC=CC=1N>>[F:8][C:9]1[CH:10]=[CH:11][C:12]([NH:26][C:27](=[O:47])[C:28]2[CH:33]=[CH:32][C:31]([N:34]3[CH2:38][CH2:37][CH2:36][CH2:35]3)=[CH:30][C:29]=2[O:39][CH:40]2[CH2:41][CH2:42][N:43]([CH3:46])[CH2:44][CH2:45]2)=[C:13]([CH:25]=1)[C:14]([NH:16][C:17]1[CH:22]=[CH:21][CH:20]=[CH:19][C:18]=1[O:23][CH3:24])=[O:15] |f:0.1|. Reactants: FC(C(=O)O)(F)F.FC=1C=CC(=C(C(=O)NC2=C(C=CC=C2)OC)C1)NC(C1=C(C=C(C=C1)N1CCCC1)OC1CCN(CC1)C)=O (5-fluoro-2-[2-(1-methylpiperidin-4-yloxy)-4-(pyrrolidin-1-yl)benzoylamino]-N-(2-methoxyphenyl)benzamide trifluoroacetate), FC=1C=CC2=C(C(OC(=N2)C2=C(C=C(C=C2)N2CCCC2)OC2CCN(CC2)C)=O)C1 (6-fluoro-2-[4-(pyrrolidin-1-yl)-2-(1-methylpiperidin-4-yloxy)phenyl]-4H-3,1-benzoxazin-4-one), COC1=C(N)C=CC=C1 (2-methoxyaniline). Starting materials: Cl.CNNC(C1=CC=CC=C1)=N (benzimidic acid 2-methylhydrazide hydrochloride), C=1(C(=CC=CC1)C(=O)Cl)C (o-toluic acid chloride). Run in C(C)OCC (diethyl ether). Reaction conditions: temperature 120 celsius. Yields the product CN1N=C(N=C1C1=C(C=CC=C1)C)C1=CC=CC=C1 (1-Methyl-5-(o-tolyl)-3-phenyl-1,2,4-triazole). Isolated yield 76.0%. RXN SMILES: Cl.[CH3:2][NH:3][NH:4][C:5](=[NH:12])[C:6]1[CH:11]=[CH:10][CH:9]=[CH:8][CH:7]=1.[C:13]1([CH3:22])[C:14]([C:19](Cl)=O)=[CH:15][CH:16]=[CH:17][CH:18]=1>C(OCC)C>[CH3:2][N:3]1[C:19]([C:14]2[CH:15]=[CH:16][CH:17]=[CH:18][C:13]=2[CH3:22])=[N:12][C:5]([C:6]2[CH:11]=[CH:10][CH:9]=[CH:8][CH:7]=2)=[N:4]1 |f:0.1|. Procedure: A mixture of 0.56 g. of benzimidic acid 2-methylhydrazide hydrochloride and 3.8 g. of o-toluic acid chloride is heated under stirring at about 120° C. After cooling and addition of diethyl ether, the hydrochloride of the triazole is collected on filter and then suspended in a sodium bicarbonate aqueous solution. The free base is extracted with diethyl ether and the organic phase, after drying over sodium sulfate, is evaporated. The crude compound is purified by distillation at 160° C./0.1 mm Hg....